describe an organic reaction: reactants, conditions, products, and yield From a dataset of the Open Reaction Database (ORD), a public repository of structured organic reaction records. Starting materials: COc1ncc(Br)cc1C=O, COC(OC)OC, ClCCl. The product is COc1ncc(Br)cc1C(OC)OC. As a reaction SMILES: [Br:1][c:2]1[cH:3][c:4]([CH:10]=[O:11])[c:5]([O:8][CH3:9])[n:6][cH:7]1.[CH:12]([O:13][CH3:14])([O:15][CH3:16])[O:17][CH3:18].[Cl:19][CH2:20][Cl:21]>>[Br:1][c:2]1[cH:3][c:4]([CH:12]([O:15][CH3:16])[O:17][CH3:18])[c:5]([O:8][CH3:9])[n:6][cH:7]1.